Dataset: the Open Reaction Database (ORD), a public repository of structured organic reaction records. Task: describe an organic reaction: reactants, conditions, products, and yield Reactants: C1(=CC=CC=C1)COC(=O)N1[C@H](C(=O)O)CCC1 (N-[(phenyl-methoxy)carbonyl]-L-proline), NCC1CCN(CC1)C(=O)OC(C)(C)C (4-(aminomethyl)-1-piperidinecarboxylic acid, 1,1-dimethylethyl ester). The product is C1(=CC=CC=C1)COC(=O)N1[C@@H](CCC1)C(=O)NCC1CCN(CC1)C(=O)OC(C)(C)C (4-[[[[1-[(Phenylmethoxy)carbonyl]-2(S)-pyrrolidinyl]carbonyl]amino]methyl]-1-piperidinecarboxylic acid, 1,1-dimethylethyl ester), solid. Isolated yield 99.0%. As a reaction SMILES: [C:1]1([CH2:7][O:8][C:9]([N:11]2[CH2:18][CH2:17][CH2:16][C@H:12]2[C:13]([OH:15])=O)=[O:10])[CH:6]=[CH:5][CH:4]=[CH:3][CH:2]=1.[NH2:19][CH2:20][CH:21]1[CH2:26][CH2:25][N:24]([C:27]([O:29][C:30]([CH3:33])([CH3:32])[CH3:31])=[O:28])[CH2:23][CH2:22]1>>[C:1]1([CH2:7][O:8][C:9]([N:11]2[CH2:18][CH2:17][CH2:16][C@H:12]2[C:13]([NH:19][CH2:20][CH:21]2[CH2:26][CH2:25][N:24]([C:27]([O:29][C:30]([CH3:33])([CH3:32])[CH3:31])=[O:28])[CH2:23][CH2:22]2)=[O:15])=[O:10])[CH:2]=[CH:3][CH:4]=[CH:5][CH:6]=1. Procedure: Working analogously to Example 1, starting from N-[(phenyl-methoxy)carbonyl]-L-proline and 4-(aminomethyl)-1-piperidinecarboxylic acid, 1,1-dimethylethyl ester, the expected product is obtained in the form of a creamy white solid (Yield=99%). The reactants are C(C)(C)(C)[O-].[K+] (potassium tertiary butanolate), COC1=C(C(=CC=C1)OC)C=C(C(F)(F)F)Cl (1,3-dimethoxy-2-(2-chloro-3,3,3-trifluoroprop-1-enyl)-benzene). The solvent is C(C)(C)(C)O (tertiary butanol), C(C)(C)(C)O (tertiary butanol). Run at time 24 hour. Yields the product COC1=C(C(=CC=C1)OC)C#CC(F)(F)F (1,3-Dimethoxy-2-(3,3,3-trifluoroprop-1-ynyl)-benzene). Yield: 73.0%. As a reaction SMILES: C([O-])(C)(C)C.[K+].[CH3:7][O:8][C:9]1[CH:14]=[CH:13][CH:12]=[C:11]([O:15][CH3:16])[C:10]=1[CH:17]=[C:18](Cl)[C:19]([F:22])([F:21])[F:20]>C(O)(C)(C)C>[CH3:7][O:8][C:9]1[CH:14]=[CH:13][CH:12]=[C:11]([O:15][CH3:16])[C:10]=1[C:17]#[C:18][C:19]([F:20])([F:22])[F:21] |f:0.1|. Reported procedure: 30.7 g of potassium tertiary butanolate in 900 ml of tertiary butanol are introduced into a 1.5 l sulfonating flask with a thermometer, condenser, bubble counter and dropping funnel. 63.7 g (0.25 mole) of 1,3-dimethoxy-2-(2-chloro-3,3,3-trifluoroprop-1-enyl)-benzene in 100 ml of tertiary butanol are added dropwise to this clear, colourless solution (weakly exothermic) and the reaction is brought to completion by stirring at room temperature for 24 hours. The orange suspension is poured onto ice ... Starting materials: C(C1=CC=CC=C1)O[C@H]1C[C@H](N(C1)C(=O)OC(C)(C)C)C(=O)NC(C)(C)C (4(S)-Benzyloxy-N-tert-butyl-1-(tert-butyloxycarbonyl) pyrrolidine-2(S)-carboxamide). The solvent is Cl.O1CCOCC1 (HCl dioxane). Run at time 15 minute. Product: C(C1=CC=CC=C1)O[C@H]1C[C@H](NC1)C(=O)NC(C)(C)C (4(S)-benzyloxy-N-tert-butylpyrrolidine-2(S)-carboxamide). RXN SMILES: [CH2:1]([O:8][C@@H:9]1[CH2:13][N:12](C(OC(C)(C)C)=O)[C@H:11]([C:21]([NH:23][C:24]([CH3:27])([CH3:26])[CH3:25])=[O:22])[CH2:10]1)[C:2]1[CH:7]=[CH:6][CH:5]=[CH:4][CH:3]=1>Cl.O1CCOCC1>[CH2:1]([O:8][C@@H:9]1[CH2:13][NH:12][C@H:11]([C:21]([NH:23][C:24]([CH3:27])([CH3:26])[CH3:25])=[O:22])[CH2:10]1)[C:2]1[CH:3]=[CH:4][CH:5]=[CH:6][CH:7]=1 |f:1.2|. Reported procedure: A solution of the title compound of example 1 (250 mg, 0.664 mmol) in 6N HCl/dioxane was stirred at room temperature for 20 min and then concentrated to dryness under reduced pressure. The residue was diluted with EtOAc (10 mL) and 2 N aqueous NaOH (3 mL). The mixture was stirred at room temperature for 15 min. The organic layer was separated, washed with a minimum amount of H2O and brine, dried (MgSO4) and concentrated to dryness under reduced pressure. The residue was dried under high vacuum t... Starting materials: CC(C)(C)OC(=O)N1CCC(Oc2ccc(F)cc2)CC1, ClCCl, [Na+], O=C([O-])O, O=C(O)C(F)(F)F. Product: Fc1ccc(OC2CCNCC2)cc1. Reaction SMILES: [C:1]([O:2][C:3](=[O:4])[N:8]1[CH2:9][CH2:10][CH:11]([O:14][c:15]2[cH:16][cH:17][c:18]([F:21])[cH:19][cH:20]2)[CH2:12][CH2:13]1)([CH3:5])([CH3:6])[CH3:7].[Cl:34][CH2:35][Cl:36].[Na+:33].[O-:29][C:30]([OH:31])=[O:32].[OH:22][C:23]([C:24]([F:25])([F:26])[F:27])=[O:28]>>[NH:8]1[CH2:9][CH2:10][CH:11]([O:14][c:15]2[cH:16][cH:17][c:18]([F:21])[cH:19][cH:20]2)[CH2:12][CH2:13]1. Starting materials: CCOC(=O)C(NC(=O)CCBr)C(=O)OCC, ClCCl. Yields the product CCOC(=O)C1(C(=O)OCC)CCC(=O)N1. RXN SMILES: [Br:1][CH2:2][CH2:3][C:4](=[O:5])[NH:6][CH:7]([C:8](=[O:9])[O:10][CH2:11][CH3:12])[C:13](=[O:14])[O:15][CH2:16][CH3:17].[CH2:18]([Cl:19])[Cl:20]>>[CH2:2]1[CH2:3][C:4](=[O:5])[NH:6][C:7]1([C:8](=[O:9])[O:10][CH2:11][CH3:12])[C:13](=[O:14])[O:15][CH2:16][CH3:17]. Reactants: NC1=NC=C(C=N1)C1=C(C=C(C=N1)B(O)O)F ((6-(2-aminopyrimidin-5-yl)-5-fluoropyridin-3-yl)boronic acid), BrC1=C(C=CC=C1)S(=O)(=O)NC[C@@H](C)O ((R)-2-bromo-N-(2-hydroxypropyl)benzenesulfonamide). Product: NC1=NC=C(C=N1)C1=C(C=C(C=N1)C1=C(C=CC=C1)S(=O)(=O)NC[C@@H](C)O)F (2-[6-(2-Aminopyrimidin-5-yl)-5-fluoropyridin-3-yl]-N-[(2R)-2-hydroxypropyl]benzenesulfonamide). Reaction SMILES: [NH2:1][C:2]1[N:7]=[CH:6][C:5]([C:8]2[N:13]=[CH:12][C:11](B(O)O)=[CH:10][C:9]=2[F:17])=[CH:4][N:3]=1.Br[C:19]1[CH:24]=[CH:23][CH:22]=[CH:21][C:20]=1[S:25]([NH:28][CH2:29][C@H:30]([OH:32])[CH3:31])(=[O:27])=[O:26]>>[NH2:1][C:2]1[N:7]=[CH:6][C:5]([C:8]2[N:13]=[CH:12][C:11]([C:19]3[CH:24]=[CH:23][CH:22]=[CH:21][C:20]=3[S:25]([NH:28][CH2:29][C@H:30]([OH:32])[CH3:31])(=[O:27])=[O:26])=[CH:10][C:9]=2[F:17])=[CH:4][N:3]=1. Reported procedure: The title compound was prepared in a manner similar to that described in Example 427 using (6-(2-aminopyrimidin-5-yl)-5-fluoropyridin-3-yl)boronic acid and (R)-2-bromo-N-(2-hydroxypropyl)benzenesulfonamide. MS (ESI): mass calcd. for C18H18FN5O3S, 403.11; m/z found, 404.1 [M+H]+. 1H NMR (500 MHz, CD3OD) δ 9.02 (d, J=0.8, 2H), 8.52-8.47 (m, 1H), 8.09 (dd, J=7.9, 1.4, 1H), 7.81 (dd, J=11.9, 1.8, 1H), 7.72 (m, 1H), 7.66 (m, 1H), 7.46 (dd, J=7.5, 1.4, 1H), 3.74-3.59 (m, 1H), 2.84-2.66 (m, 2H), 1.06 (...